From a dataset of the Open Reaction Database (ORD), a public repository of structured organic reaction records. describe an organic reaction: reactants, conditions, products, and yield Procedure details: Starting from 250 g 6-chloro-nicotinic acid and 850 ml SOCl2, and using the working conditions as in Ex. 1a, there is obtained 243 g 6-chloronicotinoyl chloride, m.p. 49°-51° C.; b.p. 75° C./0,05 mm. Starting materials: ClC1=NC=C(C(=O)O)C=C1 (6-chloro-nicotinic acid), O=S(Cl)Cl (SOCl2). Reaction SMILES: [Cl:1][C:2]1[CH:10]=[CH:9][C:5]([C:6](O)=[O:7])=[CH:4][N:3]=1.O=S(Cl)[Cl:13]>>[Cl:1][C:2]1[CH:10]=[CH:9][C:5]([C:6]([Cl:13])=[O:7])=[CH:4][N:3]=1. Yields the product 1a, ClC1=NC=C(C(=O)Cl)C=C1 (6-chloronicotinoyl chloride). The reactants are NC[C@@H]1[C@H]2C[C@H]2CN1C(=O)C=1N=C(SC1C=1C=C(C=CC1)C)C (((1S,2S,5R)-2-Aminomethyl-3-aza-bicyclo[3.1.0]hex-3-yl)-(2-methyl-5-m-tolyl-thiazol-4-yl)-methanone), CC1=CN2C(S1)=NC=C2C(=O)O (2-Methyl-imidazo[2,1-b]thiazole-5-carboxylic acid). The product is CC=1SC(=C(N1)C(=O)N1[C@@H]([C@H]2C[C@H]2C1)CNC(=O)C1=CN=C2SC(=CN21)C)C=2C=C(C=CC2)C (2-Methyl-imidazo[2,1-b]thiazole-5-carboxylic Acid[(1S,2S,5R)-3-(2-methyl-5-m-tolyl-thiazole-4-carbonyl)-3-aza-bicyclo[3.1.0]hex-2-ylmethyl]-amide). Reaction SMILES: [NH2:1][CH2:2][C@H:3]1[N:8]([C:9]([C:11]2[N:12]=[C:13]([CH3:23])[S:14][C:15]=2[C:16]2[CH:17]=[C:18]([CH3:22])[CH:19]=[CH:20][CH:21]=2)=[O:10])[CH2:7][C@H:6]2[C@@H:4]1[CH2:5]2.[CH3:24][C:25]1[S:29][C:28]2=[N:30][CH:31]=[C:32]([C:33](O)=[O:34])[N:27]2[CH:26]=1>>[CH3:23][C:13]1[S:14][C:15]([C:16]2[CH:17]=[C:18]([CH3:22])[CH:19]=[CH:20][CH:21]=2)=[C:11]([C:9]([N:8]2[CH2:7][C@H:6]3[C@H:4]([CH2:5]3)[C@H:3]2[CH2:2][NH:1][C:33]([C:32]2[N:27]3[C:28]([S:29][C:25]([CH3:24])=[CH:26]3)=[N:30][CH:31]=2)=[O:34])=[O:10])[N:12]=1. Procedure details: prepared by reaction of ((1S,2S,5R)-2-Aminomethyl-3-aza-bicyclo[3.1.0]hex-3-yl)-(2-methyl-5-m-tolyl-thiazol-4-yl)-methanone with 2-Methyl-imidazo[2,1-b]thiazole-5-carboxylic acid. LC-MS (basic): tR=0.86 min; [M+H]+=491.9. Reactants: ClCCCCBr, O=C([O-])[O-], CC(C)=O, [K+], [K+], O=c1cc(-c2ccccc2)oc2ccc(O)cc12. The product is O=c1cc(-c2ccccc2)oc2ccc(OCCCCCl)cc12. As a reaction SMILES: [Br:19][CH2:20][CH2:21][CH2:22][CH2:23][Cl:24].[C:25](=[O:26])([O-:27])[O-:28].[CH3:31][C:32](=[O:33])[CH3:34].[K+:29].[K+:30].[OH:1][c:2]1[cH:3][c:4]2[c:5](=[O:18])[cH:6][c:7](-[c:12]3[cH:13][cH:14][cH:15][cH:16][cH:17]3)[o:8][c:9]2[cH:10][cH:11]1>>[O:1]([c:2]1[cH:3][c:4]2[c:5](=[O:18])[cH:6][c:7](-[c:12]3[cH:13][cH:14][cH:15][cH:16][cH:17]3)[o:8][c:9]2[cH:10][cH:11]1)[CH2:20][CH2:21][CH2:22][CH2:23][Cl:24]. Reactants: CN(C)C=O, O=C[O-], COc1cc(I)c(F)cc1Cl, Cl, [Na+]. Product: COc1cc(C=O)c(F)cc1Cl. Reaction SMILES: [CH3:17][N:18]([CH3:19])[CH:20]=[O:21].[CH:12](=[O:13])[O-:14].[Cl:1][c:2]1[c:3]([O:10][CH3:11])[cH:4][c:5]([I:9])[c:6]([F:8])[cH:7]1.[ClH:16].[Na+:15]>>[Cl:1][c:2]1[c:3]([O:10][CH3:11])[cH:4][c:5]([CH:12]=[O:13])[c:6]([F:8])[cH:7]1.